From a dataset of the Open Reaction Database (ORD), a public repository of structured organic reaction records. describe an organic reaction: reactants, conditions, products, and yield Starting materials: CC1=CC=C(S1)C(=O)O (5-methylthiophene-2-carboxylic acid), S(=O)(Cl)Cl (thionyl chloride), NC=1C=NC2=CC=CC=C2C1N (3,4-diaminoquinoline). Solvent: CN(P(=O)(N(C)C)N(C)C)C (hexamethylphosphoramide), C(C)#N (acetonitrile). Reaction conditions: time 30 minute. Yields the product NC1=C(C=NC2=CC=CC=C12)NC(=O)C=1SC(=CC1)C (4-amino-3-(5-methylthien-2-ylcarbonylamino)quinoline). Isolated yield 88.7%. Reaction SMILES: [CH3:1][C:2]1[S:6][C:5]([C:7]([OH:9])=O)=[CH:4][CH:3]=1.S(Cl)(Cl)=O.[NH2:14][C:15]1[CH:16]=[N:17][C:18]2[C:23]([C:24]=1[NH2:25])=[CH:22][CH:21]=[CH:20][CH:19]=2>CN(C)P(N(C)C)(N(C)C)=O.C(#N)C>[NH2:25][C:24]1[C:23]2[C:18](=[CH:19][CH:20]=[CH:21][CH:22]=2)[N:17]=[CH:16][C:15]=1[NH:14][C:7]([C:5]1[S:6][C:2]([CH3:1])=[CH:3][CH:4]=1)=[O:9]. Reported procedure: To a solution of 555 mg of 5-methylthiophene-2-carboxylic acid in 9 ml of anhydrous hexamethylphosphoramide and 0.9 ml of anhydrous acetonitrile is added dropwise 455 mg of thionyl chloride at -5°-0° C. under nitrogen. After stirring at the same temperature for 30 minutes, 570 mg of 3,4-diaminoquinoline is added and stirred at 0°-5° C. for 4 hours. The same work-up as described in Example 1 gives 900 mg of 4-amino-3-(5-methylthien-2-ylcarbonylamino)quinoline B4 as a white solid. It is suspended ... The reactants are C(C1=CC=CC=C1)OC([C@@H](NC([C@@H](NC([C@@H](N)CCC(NC(=O)OC(C)(C)C)=O)=O)CO)=O)CC(C)C)=O (N-(N′-(Boc)-glutaminyl-serinyl)leucine benzyl ester), solution, Cl (HCl). Run at time 3.75 hour. Yields the product Cl.C(C1=CC=CC=C1)OC([C@@H](NC([C@@H](NC([C@@H](N)CCC(N)=O)=O)CO)=O)CC(C)C)=O (N-(glutaminyl-serinyl)leucine benzyl ester hydrochloride). Reaction SMILES: [CH2:1]([O:8][C:9](=[O:38])[C@H:10]([CH2:34][CH:35]([CH3:37])[CH3:36])[NH:11][C:12](=[O:33])[C@H:13]([CH2:31][OH:32])[NH:14][C:15](=[O:30])[C@H:16]([CH2:18][CH2:19][C:20](=[O:29])[NH:21]C(OC(C)(C)C)=O)[NH2:17])[C:2]1[CH:7]=[CH:6][CH:5]=[CH:4][CH:3]=1.[ClH:39]>>[ClH:39].[CH2:1]([O:8][C:9](=[O:38])[C@H:10]([CH2:34][CH:35]([CH3:36])[CH3:37])[NH:11][C:12](=[O:33])[C@H:13]([CH2:31][OH:32])[NH:14][C:15](=[O:30])[C@H:16]([CH2:18][CH2:19][C:20](=[O:29])[NH2:21])[NH2:17])[C:2]1[CH:3]=[CH:4][CH:5]=[CH:6][CH:7]=1 |f:2.3|. Procedure: N-(N′-(Boc)-glutaminyl-serinyl)leucine benzyl ester (715 g, 1.33 M) (prepared as described in Step 2) was suspended in iPAc (3.5 L) at room temperature. To the slurry was added a 3.8 M solution of HCl in iPAc (3.5 L, 13.3 M) whereupon all the solids dissolved. After a short time, the product crystallized. The mixture was stirred at room temperature for 3.75 hours when HPLC showed complete reaction. The slurry was diluted with iPAc (4.0 L), stirred for 1 hour at room temperature and the solid col... Reactants: methyl trans-4-(3-amino-4-chlorophenylsulfonamido)cyclohexamecarboxylate, NC=1C=C(C=CC1Cl)S(=O)(=O)N[C@@H]1CC[C@H](CC1)C(=O)OC (Methyl trans-4-(3-amino-4-chloro-phenylsulfonamido)cyclohexane-carboxylate), C(C)=O (acetaldehyde), C(C)(=O)O[BH-](OC(C)=O)OC(C)=O.[Na+] (sodium triacetoxyborohydride). Procedure details: A round bottom flask was charged with methyl trans-4-(3-amino-4-chlorophenylsulfonamido)cyclohexamecarboxylate (Intermediate 10, 333 mg, 0.922 mmol) and acetaldehyde (52.1 μl, 0.922 mmol) followed by sodium triacetoxyborohydride (293 mg, 1.383 mmol) in DCE (9217 μl) and the reaction was stirred overnight. The reaction was diluted with DCM/sat'd NaHCO3, and the organic layer was separated and dried over MgSO4, then filtered and chromatographed on a Biotage 25S column to yield the title compound (... As a reaction SMILES: [NH2:1][C:2]1[CH:3]=[C:4]([S:9]([NH:12][C@H:13]2[CH2:18][CH2:17][C@H:16]([C:19]([O:21][CH3:22])=[O:20])[CH2:15][CH2:14]2)(=[O:11])=[O:10])[CH:5]=[CH:6][C:7]=1[Cl:8].[CH:23](=O)[CH3:24].C(O[BH-](OC(=O)C)OC(=O)C)(=O)C.[Na+]>ClCCCl.C(Cl)Cl>[Cl:8][C:7]1[CH:6]=[CH:5][C:4]([S:9]([NH:12][C@H:13]2[CH2:14][CH2:15][C@H:16]([C:19]([O:21][CH3:22])=[O:20])[CH2:17][CH2:18]2)(=[O:10])=[O:11])=[CH:3][C:2]=1[NH:1][CH2:23][CH3:24] |f:2.3|. Isolated yield 64.8%. Solvent: ClCCCl (DCE), C(Cl)Cl (DCM). Conditions: time 8 hour. Product: ClC1=C(C=C(C=C1)S(=O)(=O)N[C@@H]1CC[C@H](CC1)C(=O)OC)NCC (Methyl trans-4-(4-chloro-3-(ethylamino)phenylsulfonamido)cyclo-hexanecarboxylate). Reactants: CO, Cc1cc(CN)on1, CCOC(C)=O, Cl, Cn1c(=O)c(Oc2ccccc2F)cc2cnc(S(C)(=O)=O)nc21, [K+], CN(C)C=O, [OH-], O. Yields the product Cc1cc(CNc2ncc3cc(Oc4ccccc4F)c(=O)n(C)c3n2)on1. Reaction SMILES: [CH3:12][OH:13].[CH3:1][c:2]1[n:3][o:4][c:5]([CH2:7][NH2:8])[cH:6]1.[CH3:44][CH2:45][O:46][C:47]([CH3:48])=[O:49].[ClH:9].[F:14][c:15]1[c:16]([O:17][c:18]2[cH:19][c:20]3[c:21]([n:22][c:23]([S:26]([CH3:27])(=[O:28])=[O:29])[n:24][cH:25]3)[n:30]([CH3:33])[c:31]2=[O:32])[cH:34][cH:35][cH:36][cH:37]1.[K+:11].[O:38]=[CH:39][N:40]([CH3:41])[CH3:42].[OH-:10].[OH2:43]>>[CH3:1][c:2]1[n:3][o:4][c:5]([CH2:7][NH:8][c:23]2[n:22][c:21]3[c:20]([cH:19][c:18]([O:17][c:16]4[c:15]([F:14])[cH:37][cH:36][cH:35][cH:34]4)[c:31](=[O:32])[n:30]3[CH3:33])[cH:25][n:24]2)[cH:6]1. The product is C(CCCCCCCC)(=O)N1C(COCC1)=O (N-Nonanoyl-3-oxomorpholine). Reactants: C(C1=CC=CC=C1)(=O)N1C(COCC1)=O (N-benzoyl-3-oxomorpholine), C(CCCCCCCC)(=O)Cl (nonanoyl chloride). Procedure: Synthesized as for N-benzoyl-3-oxomorpholine (Example I) using nonanoyl chloride (Aldrich) in place of benzoyl chloride. As a reaction SMILES: [C:1]([N:9]1[CH2:14][CH2:13][O:12][CH2:11][C:10]1=[O:15])(=[O:8])[C:2]1[CH:7]=[CH:6][CH:5]=[CH:4][CH:3]=1.[C:16](Cl)(=O)[CH2:17]CCCCCCC>>[C:1]([N:9]1[CH2:14][CH2:13][O:12][CH2:11][C:10]1=[O:15])(=[O:8])[CH2:2][CH2:7][CH2:6][CH2:5][CH2:4][CH2:3][CH2:16][CH3:17]. The reactants are COCCOCOc1c(OC)cc(C=CC=CC(=O)N2CCN(CCOC(c3ccccc3)c3ccccc3)CC2)cc1OC, CO, [Cl-], [Na+], [Na+], [Na+], O=C([O-])[O-], O, Cc1ccc(S(=O)(=O)O)cc1. Product: COc1cc(C=CC=CC(=O)N2CCN(CCOC(c3ccccc3)c3ccccc3)CC2)cc(OC)c1O. As a reaction SMILES: [CH3:1][O:2][c:3]1[cH:4][c:5]([CH:18]=[CH:19][CH:20]=[CH:21][C:22](=[O:23])[N:24]2[CH2:25][CH2:26][N:27]([CH2:30][CH2:31][O:32][CH:33]([c:34]3[cH:35][cH:36][cH:37][cH:38][cH:39]3)[c:40]3[cH:41][cH:42][cH:43][cH:44][cH:45]3)[CH2:28][CH2:29]2)[cH:6][c:7]([O:16][CH3:17])[c:8]1[O:9][CH2:10][O:11][CH2:12][CH2:13][O:14][CH3:15].[CH3:66][OH:67].[Cl-:59].[Na+:58].[Na+:60].[Na+:61].[O-:62][C:63](=[O:64])[O-:65].[OH2:46].[c:47]1([CH3:48])[cH:49][cH:50][c:51]([S:52]([OH:53])(=[O:54])=[O:55])[cH:56][cH:57]1>>[CH3:1][O:2][c:3]1[cH:4][c:5]([CH:18]=[CH:19][CH:20]=[CH:21][C:22](=[O:23])[N:24]2[CH2:25][CH2:26][N:27]([CH2:30][CH2:31][O:32][CH:33]([c:34]3[cH:35][cH:36][cH:37][cH:38][cH:39]3)[c:40]3[cH:41][cH:42][cH:43][cH:44][cH:45]3)[CH2:28][CH2:29]2)[cH:6][c:7]([O:16][CH3:17])[c:8]1[OH:9]. Starting materials: O=Cc1ccc(Br)o1, N#Cc1c[nH]c2ccccc12, O=C([O-])[O-], CN(C)C=O, [Cs+], [Cs+], O. Reaction SMILES: [Br:12][c:13]1[cH:14][cH:15][c:16]([CH:18]=[O:19])[o:17]1.[C:1](#[N:2])[c:3]1[cH:4][nH:5][c:6]2[cH:7][cH:8][cH:9][cH:10][c:11]12.[C:20](=[O:21])([O-:22])[O-:23].[CH3:27][N:28]([CH3:29])[CH:30]=[O:31].[Cs+:24].[Cs+:25].[OH2:26]>>[C:1](#[N:2])[c:3]1[cH:4][n:5](-[c:13]2[cH:14][cH:15][c:16]([CH:18]=[O:19])[o:17]2)[c:6]2[cH:7][cH:8][cH:9][cH:10][c:11]12. Product: N#Cc1cn(-c2ccc(C=O)o2)c2ccccc12. The reactants are CC(C)NCC(C=1C=CC(=CC1)NS(=O)(=O)C)O.Cl (sotalol hydrochloride), [OH-].[Na+] (sodium hydroxide). Solvent: C(C)O (ethanol), C(C)#N (acetonitrile). Yields the product CC(C)NCC(C=1C=CC(=CC1)NS(=O)(=O)C)O (sotalol). Reaction SMILES: [CH3:1][CH:2]([NH:4][CH2:5][CH:6]([OH:18])[C:7]1[CH:8]=[CH:9][C:10]([NH:13][S:14]([CH3:17])(=[O:16])=[O:15])=[CH:11][CH:12]=1)[CH3:3].Cl.[OH-].[Na+]>C(O)C.C(#N)C>[CH3:3][CH:2]([NH:4][CH2:5][CH:6]([OH:18])[C:7]1[CH:8]=[CH:9][C:10]([NH:13][S:14]([CH3:17])(=[O:16])=[O:15])=[CH:11][CH:12]=1)[CH3:1] |f:0.1,2.3|. Reported procedure: --A solution of racemic sotalol (24.5 g., 0.09 mole) (obtained by neutralizing sotalol hydrochloride in ethanol with a mole equivalent of concentrated sodium hydroxide, concentration and extraction of the free base in acetonitrile) in 200 ml. of hot isopropanol was mixed with 13.7 g (0.09 mole) of 1-mandelic acid. On cooling, an optically enriched fraction, 26.0 g., m.p. 125-140°, [α]D25 -27.2°, of the d-sotalol·1-mandelate salt was obtained. Crystallization from isopropanol (300 ml.) afforded 1... The reactants are ClC1=CC=C(C=C1)N=C=O (1-chloro-4-isocyanatobenzene), CC(C(C(=O)OC)NC(=O)C=1SC(=CN1)C1=CC=C(C=C1)[N+](=O)[O-])C (Methyl 3-methyl-2-(5-(4-nitrophenyl)thiazole-2-carboxamido)butanoate). Product: ClC1=CC=C(C=C1)NC(NC1=CC=C(C=C1)C1=CN=C(S1)C(=O)N[C@H](C(=O)OC)C(C)C)=O ((S)-methyl 2-(5-(4-(3-(4-chlorophenyl)ureido)phenyl)thiazole-2-carboxamido)-3-methylbutanoate). Reaction SMILES: [Cl:1][C:2]1[CH:7]=[CH:6][C:5]([N:8]=[C:9]=[O:10])=[CH:4][CH:3]=1.[CH3:11][CH:12]([CH3:35])[CH:13]([NH:18][C:19]([C:21]1[S:22][C:23]([C:26]2[CH:31]=[CH:30][C:29]([N+:32]([O-])=O)=[CH:28][CH:27]=2)=[CH:24][N:25]=1)=[O:20])[C:14]([O:16][CH3:17])=[O:15]>>[Cl:1][C:2]1[CH:7]=[CH:6][C:5]([NH:8][C:9](=[O:10])[NH:32][C:29]2[CH:30]=[CH:31][C:26]([C:23]3[S:22][C:21]([C:19]([NH:18][C@@H:13]([CH:12]([CH3:35])[CH3:11])[C:14]([O:16][CH3:17])=[O:15])=[O:20])=[N:25][CH:24]=3)=[CH:27][CH:28]=2)=[CH:4][CH:3]=1. Reported procedure: The title compound was synthesized analogous to Example 9, using 1-chloro-4-isocyanatobenzene and intermediate 2. 1HNMR (DMSO-d6, 300 MHz): δ 8.991 (s, 1H), 8.897 (s, 1H), 8.737-8.710 (d, 1H), 8.353 (s, 1H), 7.730-7.701 (d, J=8.7 Hz, 2H), 7.583-7.554 (d, J=8.7 Hz, 2H), 7.513-7.484 (d, J=8.7 Hz, 2H), 7.355-7.325 (d, J=9 Hz, 2H), 4.324-4.287 (t, J=7.2, 7.8 Hz, 1H), 3.681 (s, 3H), 2.342-2.242 (m, 1H), 0.965-0.923 (d, J=6.3 Hz, 6H); MS (ESI) m/z 487 (M+H)+.